From a dataset of the Open Reaction Database (ORD), a public repository of structured organic reaction records. describe an organic reaction: reactants, conditions, products, and yield Starting materials: SCC=1N=C(SC1C=O)C (4-(mercaptomethyl)-2-methyl-1,3-thiazole-5-carbaldehyde), C(C)(=O)O (acetic acid). The solvent is C(C)O (ethanol). Reaction conditions: temperature 80 celsius, time 1 hour. Yields the product CC=1SC=2C(N1)=CSC2 (2-methylthieno[3,4-d][1,3]thiazole). RXN SMILES: [SH:1][CH2:2][C:3]1[N:4]=[C:5]([CH3:10])[S:6][C:7]=1[CH:8]=O.C(O)(=O)C>C(O)C>[CH3:10][C:5]1[S:6][C:7]2[C:3](=[CH:2][S:1][CH:8]=2)[N:4]=1. Reported procedure: 5 mmol of 4-(mercaptomethyl)-2-methyl-1,3-thiazole-5-carbaldehyde was dissolved in 50 ml of ethanol, then 50 mmol of acetic acid was added, and stirring was continued for 1 hour at a room temperature. Then the temperature was heated up to 80° C. to carry out the reaction for 4 hours. The reacted liquid was cooled down to a room temperature. The solvent was evaporated out and then purification was carried out using column separation with solvents of ethylacetate and hexane, obtaining 2-methylthie... Starting materials: OC1=C(C=C2C(=CC=NC2=C1)OC1=C(C=C(C=C1)OC)C(C)=O)OC (1-{2-[(7-Hydroxy-6-methoxy-4-quinolyl)oxy]-5-methoxyphenyl}-1-ethanone), C([O-])([O-])=O.[K+].[K+] (potassium carbonate), O (Water), OC1=C(C=C2C(=CC=NC2=C1)OC1=C(C=C(C=C1)OC)C(C)=O)OC (1-{2-[(7-Hydroxy-6-methoxy-4-quinolyl)oxy]-5-methoxyphenyl}-1-ethanone), N1(CCOCC1)C(=O)Cl (morpholine-4-carbonyl chloride). Run in CN(C=O)C (N,N-dimethylformamide). Reaction conditions: time 8 hour. Product: N1(CCOCC1)C(=O)OC1=C(C=C2C(=CC=NC2=C1)OC1=C(C=C(C=C1)OC)C(C)=O)OC (4-(2-Acetyl-4-methoxyphenoxy)-6-methoxy-7-quinolyl 4-morpholine carboxylate). The yield is 14.8%. RXN SMILES: [OH:1][C:2]1[CH:11]=[C:10]2[C:5]([C:6]([O:12][C:13]3[CH:18]=[CH:17][C:16]([O:19][CH3:20])=[CH:15][C:14]=3[C:21](=[O:23])[CH3:22])=[CH:7][CH:8]=[N:9]2)=[CH:4][C:3]=1[O:24][CH3:25].[N:26]1([C:32](Cl)=[O:33])[CH2:31][CH2:30][O:29][CH2:28][CH2:27]1.C(=O)([O-])[O-].[K+].[K+].O>CN(C)C=O>[N:26]1([C:32]([O:1][C:2]2[CH:11]=[C:10]3[C:5]([C:6]([O:12][C:13]4[CH:18]=[CH:17][C:16]([O:19][CH3:20])=[CH:15][C:14]=4[C:21](=[O:23])[CH3:22])=[CH:7][CH:8]=[N:9]3)=[CH:4][C:3]=2[O:24][CH3:25])=[O:33])[CH2:31][CH2:30][O:29][CH2:28][CH2:27]1 |f:2.3.4|. Reported procedure: 1-{2-[(7-Hydroxy-6-methoxy-4-quinolyl)oxy]-5-methoxyphenyl}-1-ethanone (intermediate 4) (86 mg), morpholine-4-carbonyl chloride (114 mg), and potassium carbonate (175 mg) were suspended in N,N-dimethylformamide (2 ml), and the suspension was stirred at room temperature overnight. Water was added to the reaction solution, and the mixture was extracted with ethyl acetate. The ethyl acetate layer was then washed with water and saturated brine and was dried over anhydrous sodium sulfate. The solvent... Starting materials: BrC=1C=CC2=C(C=3N(CCO2)C(=C(N3)C(=O)N)CN3CCN(CC3)C)C1 (10-bromo-3-((4-methylpiperazin-1-yl)methyl)-5,6-dihydrobenzo[f]imidazo[1,2-d][1,4]oxazepine-2-carboxamide), CC(C)(C#C)O (2-methylbut-3-yn-2-ol), BrC=1C=CC2=C(C=3N(CCO2)C(=C(N3)C(=O)N)CN3CCCC3)C1 (10-bromo-3-(pyrrolidin-1-ylmethyl)-5,6-dihydrobenzo[f]imidazo[1,2-d][1,4]oxazepine-2-carboxamide), CN1CCNCC1 (N-methylpiperazine). Yields the product OC(C#CC=1C=CC2=C(C=3N(CCO2)C(=C(N3)C(=O)N)CN3CCN(CC3)C)C1)(C)C (10-(3-hydroxy-3-methylbut-1-yn-1-yl)-3-((4-methylpiperazin-1-yl)methyl)-5,6-dihydrobenzo[f]imidazo[1,2-d][1,4]oxazepine-2-carboxamide). Isolated yield 23.0%. RXN SMILES: Br[C:2]1[CH:3]=[CH:4][C:5]2[O:11][CH2:10][CH2:9][N:8]3[C:12]([CH2:18][N:19]4[CH2:24][CH2:23][N:22]([CH3:25])[CH2:21][CH2:20]4)=[C:13]([C:15]([NH2:17])=[O:16])[N:14]=[C:7]3[C:6]=2[CH:26]=1.BrC1C=CC2OCCN3C(CN4CCCC4)=C(C(N)=O)N=C3C=2C=1.CN1CCNCC1.[CH3:58][C:59]([OH:63])([C:61]#[CH:62])[CH3:60]>>[OH:63][C:59]([CH3:60])([CH3:58])[C:61]#[C:62][C:2]1[CH:3]=[CH:4][C:5]2[O:11][CH2:10][CH2:9][N:8]3[C:12]([CH2:18][N:19]4[CH2:24][CH2:23][N:22]([CH3:25])[CH2:21][CH2:20]4)=[C:13]([C:15]([NH2:17])=[O:16])[N:14]=[C:7]3[C:6]=2[CH:26]=1. Reported procedure: Similar to as described in General Procedure G, 10-bromo-3-((4-methylpiperazin-1-yl)methyl)-5,6-dihydrobenzo[f]imidazo[1,2-d][1,4]oxazepine-2-carboxamide (prepared similarly as described in the synthesis of 10-bromo-3-(pyrrolidin-1-ylmethyl)-5,6-dihydrobenzo[f]imidazo[1,2-d][1,4]oxazepine-2-carboxamide replacing pyrrolidine with N-methylpiperazine) was reacted with 2-methylbut-3-yn-2-ol to give the titled compound as a colorless solid (12 mg, 23%).